Dataset: the Open Reaction Database (ORD), a public repository of structured organic reaction records. Task: describe an organic reaction: reactants, conditions, products, and yield The reactants are COC(=O)Cc1ccc(C(C)(C)C)cc1, C1CCOC1, C[Si](C)(C)[N-][Si](C)(C)C, CI, [Li+]. Yields the product COC(=O)C(C)c1ccc(C(C)(C)C)cc1. RXN SMILES: [C:11]([CH3:12])([CH3:13])([CH3:14])[c:15]1[cH:16][cH:17][c:18]([CH2:21][C:22](=[O:23])[O:24][CH3:25])[cH:19][cH:20]1.[CH2:28]1[O:29][CH2:30][CH2:31][CH2:32]1.[CH3:1][Si:2]([N-:3][Si:4]([CH3:5])([CH3:6])[CH3:7])([CH3:8])[CH3:9].[CH3:26][I:27].[Li+:10]>>[C:11]([CH3:12])([CH3:13])([CH3:14])[c:15]1[cH:16][cH:17][c:18]([CH:21]([C:22](=[O:23])[O:24][CH3:25])[CH3:26])[cH:19][cH:20]1. The reactants are OS(=O)(=O)O (H2SO4), ClC1=C(N=CC(=N1)N[C@H]1[C@H](CCCC1)NC([O-])=O)C#N (((1S,2R)-2-((6-chloro-5-cyanopyrazin-2-yl)amino)cyclohexyl)carbamate), N=1N(N=CC1)C=1C=C(N)C=C(C1)N1N=CC=N1 (3,5-di(2H-1,2,3-triazol-2-yl)aniline), C([O-])([O-])=O.[Cs+].[Cs+] (cesium carbonate), C=1C=CC(=CC1)P(C=2C=CC=CC2)C3=CC=C4C=CC=CC4=C3C5=C6C=CC=CC6=CC=C5P(C=7C=CC=CC7)C=8C=CC=CC8 (BINAP). Reagents/catalysts: CC(=O)[O-].CC(=O)[O-].[Pd+2] (Pd(OAc)2). Run in O (water), C(=O)(C(F)(F)F)O (TFA), O1CCOCC1 (dioxane). Reaction conditions: temperature 110 celsius, time 16 hour. Product: N[C@@H]1[C@@H](CCCC1)NC=1N=C(C(=NC1)C(=O)N)NC1=CC(=CC(=C1)N1N=CC=N1)N1N=CC=N1 (5-(((1R,2S)-2-aminocyclohexyl)amino)-3-((3,5-di(2H-1,2,3-triazol-2-yl)phenyl)amino)pyrazine-2-carboxamide). Isolated yield 15.0%. Reaction SMILES: Cl[C:2]1[N:7]=[C:6]([NH:8][C@@H:9]2[CH2:14][CH2:13][CH2:12][CH2:11][C@@H:10]2[NH:15]C(=O)[O-])[CH:5]=[N:4][C:3]=1[C:19]#[N:20].[N:21]1[N:22]([C:26]2[CH:27]=[C:28]([CH:30]=[C:31]([N:33]3[N:37]=[CH:36][CH:35]=[N:34]3)[CH:32]=2)[NH2:29])[N:23]=[CH:24][CH:25]=1.C(=O)([O-])[O-:39].[Cs+].[Cs+].C1C=CC(P(C2C(C3C(P(C4C=CC=CC=4)C4C=CC=CC=4)=CC=C4C=3C=CC=C4)=C3C(C=CC=C3)=CC=2)C2C=CC=CC=2)=CC=1.OS(O)(=O)=O>O1CCOCC1.C(O)(C(F)(F)F)=O.O.CC([O-])=O.CC([O-])=O.[Pd+2]>[NH2:15][C@H:10]1[CH2:11][CH2:12][CH2:13][CH2:14][C@H:9]1[NH:8][C:6]1[N:7]=[C:2]([NH:29][C:28]2[CH:30]=[C:31]([N:33]3[N:34]=[CH:35][CH:36]=[N:37]3)[CH:32]=[C:26]([N:22]3[N:21]=[CH:25][CH:24]=[N:23]3)[CH:27]=2)[C:3]([C:19]([NH2:20])=[O:39])=[N:4][CH:5]=1 |f:2.3.4,10.11.12|. Procedure: The mixture of tert-tutyl ((1S,2R)-2-((6-chloro-5-cyanopyrazin-2-yl)amino)cyclohexyl)carbamate (90 mg, 0.26 mmol), 3,5-di(2H-1,2,3-triazol-2-yl)aniline (88 mg, 0.39 mmol), powder cesium carbonate (340 mg, 1.04 mmol), BINAP (31 mg, 0.05 mmol), Pd(OAc)2 (12 mg, 0.05 mmol) in 15 mL dioxane was degassed with argon stream. It was stirred in argon atmosphere at 110° C. for 16 h. The mixture was cooled, diluted with 100 mL EtOAc, vigorously stirred, and filtered through celite. The filtrate was concent... The reactants are [H-] (hydride), CCCCCC (hexane), C1(CCCC1)C(CCCC#N)C (5-cyclopentylhexanenitrile), OS(=O)(=O)O (H2SO4). The solvent is CC(C)(C)OC (MTBE), CO (methanol). Reaction conditions: temperature -70 celsius, time 0.5 hour. Yields the product C1(CCCC1)C(CCCC=O)C (5-cyclopentylhexanal). The yield is 51.5%. RXN SMILES: [H-].CCCCCC.[CH:8]1([CH:13]([CH3:19])[CH2:14][CH2:15][CH2:16][C:17]#N)[CH2:12][CH2:11][CH2:10][CH2:9]1.[OH:20]S(O)(=O)=O>CC(OC)(C)C.CO>[CH:8]1([CH:13]([CH3:19])[CH2:14][CH2:15][CH2:16][CH:17]=[O:20])[CH2:12][CH2:11][CH2:10][CH2:9]1. Procedure: Diisobutylaluninum hydride (60 ml of 1.0 M solution in hexane) was added at −65° C. to a hexane (50 ml) solution of 5-cyclopentylhexanenitrile (5.0 g; 30 mmol; from example 11). After stirring at −70° C. for 0.5 hour, and at room temperature for 3 hours, methanol (1.8 ml) was added, and the stirring continued for 20 minutes. 10% H2SO4 (48 ml) was added, and the reaction mixture was diluted with MTBE (150 ml). The organic layer was separated, washed with saturated sodium bicarbonate solution (300... Reactants: Cl (hydrochloric acid), C(C)(=O)C1=C(C(=C(CCl)C=C1)CCC)O (4-acetyl-3-hydroxy-2-propylbenzyl chloride), SC=1SC(=NN1)S (2,5-dimercapto-1,3,4-thiadiazole), C([O-])([O-])=O.[K+].[K+] (potassium carbonate). Reagents/catalysts: [Br-].C(CCC)[N+](CCCC)(CCCC)CCCC (tetra-n-butylammonium bromide). The solvent is C(C)C(=O)C (methyl ethyl ketone). Run at temperature 60 celsius, time 1 hour. Product: C(C)(=O)C1=C(C(=C(CSC=2SC(=NN2)S)C=C1)CCC)O (2-[(4-acetyl-3-hydroxy-2-propylbenzyl)thio]-5-mercapto-1,3,4-thiadiazole). Yield: 44.4%. RXN SMILES: [C:1]([C:4]1[CH:11]=[CH:10][C:7]([CH2:8]Cl)=[C:6]([CH2:12][CH2:13][CH3:14])[C:5]=1[OH:15])(=[O:3])[CH3:2].[SH:16][C:17]1[S:18][C:19]([SH:22])=[N:20][N:21]=1.C(=O)([O-])[O-].[K+].[K+].Cl>[Br-].C([N+](CCCC)(CCCC)CCCC)CCC.C(C(C)=O)C>[C:1]([C:4]1[CH:11]=[CH:10][C:7]([CH2:8][S:16][C:17]2[S:18][C:19]([SH:22])=[N:20][N:21]=2)=[C:6]([CH2:12][CH2:13][CH3:14])[C:5]=1[OH:15])(=[O:3])[CH3:2] |f:2.3.4,6.7|. Reported procedure: To a mixture of 0.30 g of 4-acetyl-3-hydroxy-2-propylbenzyl chloride, 0.24 g of 2,5-dimercapto-1,3,4-thiadiazole, 0.20 g of anhydrous potassium carbonate and 4 ml of methyl ethyl ketone was added a catalytic amount of tetra-n-butylammonium bromide. The mixture was stirred at 60° C. for 1 hour. After the reaction solution was rendered neutral by adding diluted hydrochloric acid thereto, it was extracted with ethyl acetate. After the extract was dried over anhydrous magnesium sulfate, the solvent ... Reactants: C1(CC1)COC1=C(C=C(C=C1)OC)C=1C2=C(N=CN1)C(=CN2)C(=O)O (4-(2-cyclopropylmethoxy-5-methoxy-phenyl)-5H-pyrrolo[3,2-d]pyrimidine-7-carboxylic acid), C(C)(C)(C)OC(N[C@@H]1CC[C@@H](CC1)N)=O (cis-(4-amino-cyclohexyl)-carbamic acid tert-butyl ester). The product is C(C)(C)(C)OC(N[C@@H]1CC[C@@H](CC1)NC(=O)C1=CNC2=C1N=CN=C2C2=C(C=CC(=C2)OC)OCC2CC2)=O (cis-(4-{[4-(2-Cyclopropylmethoxy-5-methoxy-phenyl)-5H-pyrrolo[3,2-d]pyrimidine-7-carbonyl]-amino}-cyclohexyl)-carbamic acid tert-butyl ester). Reaction SMILES: [CH:1]1([CH2:4][O:5][C:6]2[CH:11]=[CH:10][C:9]([O:12][CH3:13])=[CH:8][C:7]=2[C:14]2[C:15]3[NH:22][CH:21]=[C:20]([C:23](O)=[O:24])[C:16]=3[N:17]=[CH:18][N:19]=2)[CH2:3][CH2:2]1.[C:26]([O:30][C:31](=[O:40])[NH:32][C@H:33]1[CH2:38][CH2:37][C@@H:36]([NH2:39])[CH2:35][CH2:34]1)([CH3:29])([CH3:28])[CH3:27]>>[C:26]([O:30][C:31](=[O:40])[NH:32][C@H:33]1[CH2:34][CH2:35][C@@H:36]([NH:39][C:23]([C:20]2[C:16]3[N:17]=[CH:18][N:19]=[C:14]([C:7]4[CH:8]=[C:9]([O:12][CH3:13])[CH:10]=[CH:11][C:6]=4[O:5][CH2:4][CH:1]4[CH2:3][CH2:2]4)[C:15]=3[NH:22][CH:21]=2)=[O:24])[CH2:37][CH2:38]1)([CH3:29])([CH3:27])[CH3:28]. Reported procedure: Starting from 4-(2-cyclopropylmethoxy-5-methoxy-phenyl)-5H-pyrrolo[3,2-d]pyrimidine-7-carboxylic acid (example A75) and cis-(4-amino-cyclohexyl)-carbamic acid tert-butyl ester the title compound is obtained as colorless solid. Reactants: COc1cc(C)c(Br)c(C)n1, O=C(OOC(=O)c1ccccc1)c1ccccc1, ClC(Cl)(Cl)Cl, O=C1CCC(=O)N1Br. Yields the product COc1cc(C)c(Br)c(CBr)n1. As a reaction SMILES: [Br:1][c:2]1[c:3]([CH3:11])[n:4][c:5]([O:9][CH3:10])[cH:6][c:7]1[CH3:8].[C:20]([O:21][O:22][C:23](=[O:24])[c:25]1[cH:26][cH:27][cH:28][cH:29][cH:30]1)(=[O:31])[c:32]1[cH:33][cH:34][cH:35][cH:36][cH:37]1.[C:38]([Cl:39])([Cl:40])([Cl:41])[Cl:42].[O:12]=[C:13]1[N:14]([Br:19])[C:15](=[O:16])[CH2:17][CH2:18]1>>[Br:1][c:2]1[c:3]([CH2:11][Br:19])[n:4][c:5]([O:9][CH3:10])[cH:6][c:7]1[CH3:8]. Reactants: C1CCOC1, O=C(O)C1CC1, [Cl-], O, O=C(O)c1ccc(OCCO)cc1, c1ccncc1. Product: O=C(O)c1ccc(OCCOC(=O)C2CC2)cc1. Reaction SMILES: [CH2:28]1[O:29][CH2:30][CH2:31][CH2:32]1.[CH:15]1([C:18](=[O:19])[OH:20])[CH2:16][CH2:17]1.[Cl-:14].[OH2:27].[OH:1][CH2:2][CH2:3][O:4][c:5]1[cH:6][cH:7][c:8]([C:9](=[O:10])[OH:11])[cH:12][cH:13]1.[cH:21]1[cH:22][cH:23][n:24][cH:25][cH:26]1>>[O:1]([CH2:2][CH2:3][O:4][c:5]1[cH:6][cH:7][c:8]([C:9](=[O:10])[OH:11])[cH:12][cH:13]1)[C:18]([CH:15]1[CH2:16][CH2:17]1)=[O:19].